This data is from the Open Reaction Database (ORD), a public repository of structured organic reaction records. The task is: describe an organic reaction: reactants, conditions, products, and yield Starting materials: compound 163, BrC1=C(CCO)C=CC=C1 (2-bromophenethyl alcohol), C1(=CC=C(C=C1)S(=O)(=O)Cl)C (p-toluenesulfonyl chloride). Run in N1=CC=CC=C1 (pyridine). Yields the product CC1=CC=C(C=C1)S(=O)(=O)OCCC1=C(C=CC=C1)Br (2-(2-Bromophenyl)ethyl 4-methylbenzenesulfonate). Reaction SMILES: [Br:1][C:2]1[CH:10]=[CH:9][CH:8]=[CH:7][C:3]=1[CH2:4][CH2:5][OH:6].[C:11]1([CH3:21])[CH:16]=[CH:15][C:14]([S:17](Cl)(=[O:19])=[O:18])=[CH:13][CH:12]=1>N1C=CC=CC=1>[CH3:21][C:11]1[CH:16]=[CH:15][C:14]([S:17]([O:6][CH2:5][CH2:4][C:3]2[CH:7]=[CH:8][CH:9]=[CH:10][C:2]=2[Br:1])(=[O:19])=[O:18])=[CH:13][CH:12]=1. Procedure: The reaction and work up was conducted as described in the preparation of compound 163 using 2-bromophenethyl alcohol (5 g, 25 mmol) in pyridine (12 mL) and p-toluenesulfonyl chloride (5.2 g, 27.5 mmol). The crude product was purified by flash chromatography eluting with EtOAc/petroleum ether 1:4. This afforded the title compound as a colourless crystalline compound. The reactants are CC(=O)O[BH-](OC(C)=O)OC(C)=O, CN, CCCN(CC1CC1)c1cc(C(=O)Nc2ccc(C=O)cc2C)ncn1, ClCCl. The product is CCCN(CC1CC1)c1cc(C(=O)Nc2ccc(CNC)cc2C)ncn1. As a reaction SMILES: [C:29]([O:30][BH-:31]([O:32][C:33](=[O:34])[CH3:35])[O:36][C:37](=[O:38])[CH3:39])(=[O:40])[CH3:41].[CH3:27][NH2:28].[CH:1]1([CH2:4][N:5]([c:6]2[cH:7][c:8]([C:12](=[O:13])[NH:14][c:15]3[c:16]([CH3:23])[cH:17][c:18]([CH:21]=[O:22])[cH:19][cH:20]3)[n:9][cH:10][n:11]2)[CH2:24][CH2:25][CH3:26])[CH2:2][CH2:3]1.[Cl:42][CH2:43][Cl:44]>>[CH:1]1([CH2:4][N:5]([c:6]2[cH:7][c:8]([C:12](=[O:13])[NH:14][c:15]3[c:16]([CH3:23])[cH:17][c:18]([CH2:21][NH:28][CH3:27])[cH:19][cH:20]3)[n:9][cH:10][n:11]2)[CH2:24][CH2:25][CH3:26])[CH2:2][CH2:3]1. Starting materials: FC(C1=C2NC=NC2=NC(=N1)NCCC1=CC=CC=C1)(F)F (6-Trifluoromethyl-2-phenethylaminopurine), FC(C1=C2NC=NC2=NC(=N1)NCCC1=CC=CC=C1)(F)F (6-Trifluoromethyl-2-phenethylaminopurine), CN(C)C=O (DMF). Run at time 0.5 hour. Product: FC(C1=C2N=CN(C2=NC(=N1)NCCC1=CC=CC=C1)C)(F)F (6-trifluoromethyl-9-methyl-2-phenethylamino purine). Isolated yield 80.3%. RXN SMILES: [F:1][C:2]([F:22])([F:21])[C:3]1[N:11]=[C:10]([NH:12][CH2:13][CH2:14][C:15]2[CH:20]=[CH:19][CH:18]=[CH:17][CH:16]=2)[N:9]=[C:8]2[C:4]=1[NH:5][CH:6]=[N:7]2.[CH3:23]N(C=O)C>>[F:22][C:2]([F:1])([F:21])[C:3]1[N:11]=[C:10]([NH:12][CH2:13][CH2:14][C:15]2[CH:16]=[CH:17][CH:18]=[CH:19][CH:20]=2)[N:9]=[C:8]2[C:4]=1[N:5]=[CH:6][N:7]2[CH3:23]. Reported procedure: To a solution of 6-Trifluoromethyl-2-phenethylaminopurine (compound 9, 0.600 g, 1.95 mmol) in DMF (14 ml) K2CO3 (0.351 g, 2.54 mmol) and Mel (0.158 ml, 2.54 mmol) were added. The mixture was stirred at room temperature and after 0.5 h the reaction was complete (HPLC: Rt,product=4.1). Crystallization occurred after the slow addition of water (17 ml). After stirring for 0.5 h the mixture was filtrated and the residue was washed with four 10-ml portions of water. The filtrate was again filtrated af... Starting materials: COc1cncnc1N1CCNCC1, CCCCCC, CC#N, CCOC(C)=O, CCN(C(C)C)C(C)C, ClCCl, O=[N+]([O-])c1ccc2[nH]cc(CCCBr)c2c1. The product is COc1cncnc1N1CCN(CCCc2c[nH]c3ccc([N+](=O)[O-])cc23)CC1. RXN SMILES: [CH3:17][O:18][c:19]1[c:20]([N:25]2[CH2:26][CH2:27][NH:28][CH2:29][CH2:30]2)[n:21][cH:22][n:23][cH:24]1.[CH3:40][CH2:41][CH2:42][CH2:43][CH2:44][CH3:45].[CH3:49][C:50]#[N:51].[CH3:52][CH2:53][O:54][C:55](=[O:56])[CH3:57].[CH:31]([N:32]([CH:33]([CH3:34])[CH3:35])[CH2:36][CH3:37])([CH3:38])[CH3:39].[Cl:46][CH2:47][Cl:48].[N+:1](=[O:2])([O-:3])[c:4]1[cH:5][c:6]2[c:7]([CH2:13][CH2:14][CH2:15][Br:16])[cH:8][nH:9][c:10]2[cH:11][cH:12]1>>[N+:1](=[O:2])([O-:3])[c:4]1[cH:5][c:6]2[c:7]([CH2:13][CH2:14][CH2:15][N:28]3[CH2:27][CH2:26][N:25]([c:20]4[c:19]([O:18][CH3:17])[cH:24][n:23][cH:22][n:21]4)[CH2:30][CH2:29]3)[cH:8][nH:9][c:10]2[cH:11][cH:12]1. Reactants: NCC(=O)NC1CCC(CC1)(C1=CC=CC=C1)N(C)C (2-amino-N-(4-dimethylamino-4-phenylcyclohexyl)acetamide), [Cl-].COC1=NC(=NC(=N1)OC)[N+]1(CCOCC1)C (4-(4,6-dimethoxy-1,3,5-triazin-2-yl)-4-methylmorpholinium chloride), N1C=C(C2=CC=CC=C12)C(C(=O)O)CC (indol-3-yl-butyric acid). The solvent is CO (MeOH). Run at time 24 hour. Yields the product CN(C1(CCC(CC1)NC(=O)CNC(CC(C)C1=CNC2=CC=CC=C12)=O)C1=CC=CC=C1)C (N-[(4-Dimethylamino-4-phenylcyclohexylcarbamoyl)methyl]-3-(1H-indol-3-yl)butyramide). RXN SMILES: [NH2:1][CH2:2][C:3]([NH:5][CH:6]1[CH2:11][CH2:10][C:9]([N:18]([CH3:20])[CH3:19])([C:12]2[CH:17]=[CH:16][CH:15]=[CH:14][CH:13]=2)[CH2:8][CH2:7]1)=[O:4].[Cl-].C[O:23]C1N=C(OC)N=C([N+]2(C)CCOCC2)N=1.[NH:39]1[C:47]2[C:42](=[CH:43][CH:44]=[CH:45][CH:46]=2)[C:41]([CH:48]([CH2:52][CH3:53])[C:49](O)=O)=[CH:40]1>CO>[CH3:19][N:18]([CH3:20])[C:9]1([C:12]2[CH:13]=[CH:14][CH:15]=[CH:16][CH:17]=2)[CH2:10][CH2:11][CH:6]([NH:5][C:3]([CH2:2][NH:1][C:53](=[O:23])[CH2:52][CH:48]([C:41]2[C:42]3[C:47](=[CH:46][CH:45]=[CH:44][CH:43]=3)[NH:39][CH:40]=2)[CH3:49])=[O:4])[CH2:7][CH2:8]1 |f:1.2|. Procedure: The more nonpolar diastereomer of 2-amino-N-(4-dimethylamino-4-phenylcyclohexyl)acetamide (276 mg, 1.0 mmole) and 4-(4,6-dimethoxy-1,3,5-triazin-2-yl)-4-methylmorpholinium chloride (415 mg, 1.5 mmole) were added to a solution of indol-3-yl-butyric acid (203 mg, 1.0 mmole) in MeOH and stirred for 24 h at room temperature. Working up was performed by removing MeOH by distillation. The batch was re-dissolved with water, adjusted to pH 11 with 5M NaOH and extracted with ethyl acetate. The organic ph... Solvent: petroleum ether, C1(=CC=CC=C1)C (toluene), solvent. The product is ClC1=C(OC2=CC(=C(C=C2)N(SC(C)(C(=O)OCC)C(=O)OCC)C(NC(=O)C2=C(C=CC=C2F)F)=O)F)C=CC(=C1)C(F)(F)F (diethyl 4-[4-[2-chloro-4-(trifluoromethyl)phenoxy]-2-fluorophenyl]-7-(2,6-difluorophenyl)-5,7-dioxo-3-thia-4,6-diazaheptane-2,2-dicarboxylate). RXN SMILES: [F:1][C:2]1[CH:12]=[CH:11][CH:10]=[C:9]([F:13])[C:3]=1[C:4]([N:6]=[C:7]=[O:8])=[O:5].[Cl:14][C:15]1[CH:42]=[C:41]([C:43]([F:46])([F:45])[F:44])[CH:40]=[CH:39][C:16]=1[O:17][C:18]1[CH:23]=[CH:22][C:21]([NH:24][S:25][C:26]([C:33]([O:35][CH2:36][CH3:37])=[O:34])([C:28]([O:30][CH2:31][CH3:32])=[O:29])[CH3:27])=[C:20]([F:38])[CH:19]=1>C1(C)C=CC=CC=1>[Cl:14][C:15]1[CH:42]=[C:41]([C:43]([F:44])([F:45])[F:46])[CH:40]=[CH:39][C:16]=1[O:17][C:18]1[CH:23]=[CH:22][C:21]([N:24]([C:7](=[O:8])[NH:6][C:4]([C:3]2[C:2]([F:1])=[CH:12][CH:11]=[CH:10][C:9]=2[F:13])=[O:5])[S:25][C:26]([C:33]([O:35][CH2:36][CH3:37])=[O:34])([C:28]([O:30][CH2:31][CH3:32])=[O:29])[CH3:27])=[C:20]([F:38])[CH:19]=1. Yield: 92.0%. Reactants: FC1=C(C(=O)N=C=O)C(=CC=C1)F (2,6-Difluorobenzoylisocyanate), ClC1=C(OC2=CC(=C(C=C2)NSC(C)(C(=O)OCC)C(=O)OCC)F)C=CC(=C1)C(F)(F)F (diethyl 4-[4-[2-chloro-4-(trifluoromethyl)phenoxy]-2-fluorophenyl]-3-thia-4-azabutane-2,2-dicarboxylate). Reaction conditions: time 6 hour. Procedure: 2,6-Difluorobenzoylisocyanate (3 g) in a 1:1 (v/v) mixture of toluene and petroleum ether (10 ml) was added to a solution of the compound produced by Example 3 (7.6 g) in the same solvent (15 ml), over 30 minutes at 15°-20° C. The solution was stirred for 6 hours at ambient temperature and the solvent was removed by evaporation. Column chromatography on silica using a 1:1 (v/v) mixture of diethyl ether and petroleum ether yielded the title compound as a gum (9.5 g). The product is CC1(C)CCC(C)(C)c2cc(S(=O)Cc3ccc(C(=O)O)cc3)ccc21. Reactants: CCO, CN(C)C=O, CC1(C)CCC(C)(C)c2cc(SCc3ccc(C(=O)O)cc3)ccc21, Cl, [O-][I+3]([O-])([O-])[O-], [Na+], O. RXN SMILES: [CH3:34][CH2:35][OH:36].[CH3:37][N:38]([CH3:39])[CH:40]=[O:41].[CH3:7][C:8]1([CH3:31])[c:9]2[cH:10][cH:11][c:12]([S:20][CH2:21][c:22]3[cH:23][cH:24][c:25]([C:28](=[O:29])[OH:30])[cH:26][cH:27]3)[cH:13][c:14]2[C:15]([CH3:18])([CH3:19])[CH2:16][CH2:17]1.[ClH:32].[I+3:1]([O-:2])([O-:3])([O-:4])[O-:5].[Na+:6].[OH2:33]>>[O:2]=[S:20]([c:12]1[cH:11][cH:10][c:9]2[c:14]([cH:13]1)[C:15]([CH3:18])([CH3:19])[CH2:16][CH2:17][C:8]2([CH3:7])[CH3:31])[CH2:21][c:22]1[cH:23][cH:24][c:25]([C:28](=[O:29])[OH:30])[cH:26][cH:27]1. Conditions: time 1 hour. The reactants are OC1=CC(=C(C=C1)N)N (4-hydroxy-1,2-phenylenediamine), COC1=C(C(=O)O)C=CC(=C1)NS(=O)(=O)C (2-methoxy-4-methanesulfonylamino-benzoic acid), Cl (hydrochloric acid). Procedure details: Quantities of 1.6 gm (10 mmol) of 4-hydroxy-1,2-phenylenediamine and 4.9 gm (20 mmol) of 2-methoxy-4-methanesulfonylamino-benzoic acid were refluxed for 1.5 hours, under stirring, in 80 ml of phosphorus oxychloride. The resulting dark solution was then decanted off to eliminate any undissolved components, the phosphorus oxychloride was distilled off in vacuo, and the residue was carefully mixed with 10 gm of crushed ice. Ten milliliters of 4N sodium hydroxide were added to the suspension thus ob... Yields the product OC1=CC2=C(N=C(N2)C2=C(C=C(C=C2)NS(=O)(=O)C)OC)C=C1 (5-Hydroxy-2-(2'-methoxy-4'-methanesulfonylamino-phenyl)-benzimidazole). As a reaction SMILES: [OH:1][C:2]1[CH:7]=[CH:6][C:5]([NH2:8])=[C:4]([NH2:9])[CH:3]=1.[CH3:10][O:11][C:12]1[CH:20]=[C:19]([NH:21][S:22]([CH3:25])(=[O:24])=[O:23])[CH:18]=[CH:17][C:13]=1[C:14](O)=O.Cl>P(Cl)(Cl)(Cl)=O>[OH:1][C:2]1[CH:7]=[CH:6][C:5]2[N:8]=[C:14]([C:13]3[CH:17]=[CH:18][C:19]([NH:21][S:22]([CH3:25])(=[O:24])=[O:23])=[CH:20][C:12]=3[O:11][CH3:10])[NH:9][C:4]=2[CH:3]=1. Run in P(=O)(Cl)(Cl)Cl (phosphorus oxychloride). The reactants are C(C1=CC=CC=C1)N (benzylamine), O1CC(CC1)=O (dihydro-furan-3-one), C=O (paraformaldehyde), C(C)(=O)O (acetic acid). The solvent is CO (methanol), CO (methanol). Reaction conditions: temperature 23 celsius, time 1 hour. The product is C(C1=CC=CC=C1)N1CC2COC(C1)C2=O ((rac)-3-Benzyl-6-oxa-3-aza-bicyclo[3.2.1]octan-8-one), liquid. The yield is 20.0%. As a reaction SMILES: [CH2:1]([NH2:8])[C:2]1[CH:7]=[CH:6][CH:5]=[CH:4][CH:3]=1.[O:9]1[CH2:13]C[C:11](=O)[CH2:10]1.[CH2:15]=O.[C:17]([OH:20])(=O)[CH3:18]>CO>[CH2:1]([N:8]1[CH2:11][CH:10]2[C:17](=[O:20])[CH:18]([CH2:13][O:9]2)[CH2:15]1)[C:2]1[CH:7]=[CH:6][CH:5]=[CH:4][CH:3]=1. Procedure: A solution of benzylamine (1.26 mL, 11.6 mmol) in methanol (2 mL) was added drop wise to a refluxing solution of dihydro-furan-3-one (1 g, 11.6 mmol), paraformaldehyde (1.04 g, 34.84 mmol), and glacial acetic acid (0.67 mL, 11.61 mmol) in methanol (8 mL) over a period of 3 hours under nitrogen. Reflux was continued for 1 hour after which, the brown reaction mixture was stirred at 23° C. for 16 hours. The reaction mixture was concentrated in vacuo. The resulting oil was diluted with water and bas...